This data is from the Open Reaction Database (ORD), a public repository of structured organic reaction records. The task is: describe an organic reaction: reactants, conditions, products, and yield Starting materials: BrC=1C=C2C(=NC1)NN=C2C2=C(C=CC=C2)OC (5-bromo-3-(2-methoxy-phenyl)-1H-pyrazolo[3,4-b]pyridine), [H-].[Na+] (sodium hydride), ClCOC(C(C)(C)C)=O (2,2-dimethyl-propionic acid chloromethyl ester). Solvent: CN(C)C=O (DMF), CN(C)C=O (DMF). Run at temperature -40 celsius, time 1 hour. Product: BrC=1C=C2C(=NC1)N(N=C2C2=C(C=CC=C2)OC)COC(C(C)(C)C)=O (2,2-dimethyl-propionic acid 5-bromo-3-(2-methoxy-phenyl)-pyrazolo[3,4,b]pyridine-1-ylmethyl ester). The yield is 62.0%. As a reaction SMILES: [Br:1][C:2]1[CH:3]=[C:4]2[C:10]([C:11]3[CH:16]=[CH:15][CH:14]=[CH:13][C:12]=3[O:17][CH3:18])=[N:9][NH:8][C:5]2=[N:6][CH:7]=1.[H-].[Na+].Cl[CH2:22][O:23][C:24](=[O:29])[C:25]([CH3:28])([CH3:27])[CH3:26]>CN(C=O)C>[Br:1][C:2]1[CH:3]=[C:4]2[C:10]([C:11]3[CH:16]=[CH:15][CH:14]=[CH:13][C:12]=3[O:17][CH3:18])=[N:9][N:8]([CH2:22][O:23][C:24](=[O:29])[C:25]([CH3:28])([CH3:27])[CH3:26])[C:5]2=[N:6][CH:7]=1 |f:1.2|. Reported procedure: To a solution of 5-bromo-3-(2-methoxy-phenyl)-1H-pyrazolo[3,4-b]pyridine (4.8 g, 15.8 mmol) in DMF (60 ml) at −40° C. under nitrogen, sodium hydride (1.1 g, 47.3 mmol) was added. The mixture was stirred at −40° C. for 1 hour. Then 2,2-dimethyl-propionic acid chloromethyl ester (6.9 ml, 47.3 mmol; chloromethyl pivalate) in DMF (20 ml) was added dropwise and the resulting mixture was allowed to stir at 40° C. for another 2 hours. The reaction was quenched with saturated aqueous NH4Cl (40 ml) and w... Reactants: c1ccc(C2CO2)cc1, COc1cc(CCN)cc(C)c1OC, C1CCOC1. Yields the product COc1cc(CCNCC(O)c2ccccc2)cc(C)c1OC. RXN SMILES: [CH2:15]1[O:16][CH:17]1[c:18]1[cH:19][cH:20][cH:21][cH:22][cH:23]1.[CH3:1][O:2][c:3]1[cH:4][c:5]([CH2:12][CH2:13][NH2:14])[cH:6][c:7]([CH3:11])[c:8]1[O:9][CH3:10].[O:24]1[CH2:25][CH2:26][CH2:27][CH2:28]1>>[CH3:1][O:2][c:3]1[cH:4][c:5]([CH2:12][CH2:13][NH:14][CH2:15][CH:17]([OH:16])[c:18]2[cH:19][cH:20][cH:21][cH:22][cH:23]2)[cH:6][c:7]([CH3:11])[c:8]1[O:9][CH3:10]. The reactants are NH4OAc, O([Si](C1=CC=CC=C1)(C1=CC=CC=C1)C(C)(C)C)CC1=NC(=CC=C1)C1=CC=CC=C1 (2-(tert-butyldiphenylsiloxy)methyl-6-phenylpyridine), [N+](CCCC)(CCCC)(CCCC)CCCC.[F-] (Bu4NF), solution. The solvent is C1CCOC1 (THF), C1CCOC1 (THF). Conditions: time 1 hour. Product: OCC1=NC(=CC=C1)C1=CC=CC=C1 (2-Hydroxymethyl-6-phenylpyridine). Reaction SMILES: [O:1]([CH2:19][C:20]1[CH:25]=[CH:24][CH:23]=[C:22]([C:26]2[CH:31]=[CH:30][CH:29]=[CH:28][CH:27]=2)[N:21]=1)[Si](C(C)(C)C)(C1C=CC=CC=1)C1C=CC=CC=1.[N+](CCCC)(CCCC)(CCCC)CCCC.[F-]>C1COCC1>[OH:1][CH2:19][C:20]1[CH:25]=[CH:24][CH:23]=[C:22]([C:26]2[CH:31]=[CH:30][CH:29]=[CH:28][CH:27]=2)[N:21]=1 |f:1.2|. Procedure details: To a solution of 2-(tert-butyldiphenylsiloxy)methyl-6-phenylpyridine (1.2 g) in THF (20 mL) was added Bu4NF (3.3 mL of a 1M solution in THF). After 1 h, NH4OAc buffer was added and the mixture extracted with EtOAc. The organics were dried (MgSO4), concentrated and chromatographed (silica gel; hexane/EtOAc acetate (3:2)) to provide the title compound as a solid. Reaction SMILES: [CH3:3][O:4][c:5]1[cH:6][cH:7][c:8]([CH2:11][C:12]#[N:13])[cH:9][cH:10]1.[ClH:33].[H-:1].[Na+:2].[O:14]([c:15]1[cH:16][cH:17][cH:18][cH:19][cH:20]1)[c:21]1[cH:22][cH:23][cH:24][c:25]([CH2:27][CH2:28][C:29](=[O:30])[O:31][CH3:32])[n:26]1.[O:34]1[CH2:35][CH2:36][CH2:37][CH2:38]1.[OH2:39]>>[CH3:3][O:4][c:5]1[cH:6][cH:7][c:8]([CH:11]([C:12]#[N:13])[C:29]([CH2:28][CH2:27][c:25]2[cH:24][cH:23][cH:22][c:21]([O:14][c:15]3[cH:16][cH:17][cH:18][cH:19][cH:20]3)[n:26]2)=[O:30])[cH:9][cH:10]1. Starting materials: COc1ccc(CC#N)cc1, Cl, [H-], [Na+], COC(=O)CCc1cccc(Oc2ccccc2)n1, C1CCOC1, O. Product: COc1ccc(C(C#N)C(=O)CCc2cccc(Oc3ccccc3)n2)cc1. As a reaction SMILES: [Cl:1][C:2]1[CH:3]=[C:4]([CH:8]=[N:9][C:10]([O:12][Si:13]([CH3:16])([CH3:15])[CH3:14])=[CH2:11])[CH:5]=[CH:6][CH:7]=1.[Cl:17][C:18]1[CH:26]=[C:25]2[C:21](/[C:22](=[CH:36]/[C:37]3[CH:42]=[C:41]([F:43])[CH:40]=[CH:39][C:38]=3[CH3:44])/[C:23](=[O:35])[N:24]2[CH2:27][O:28][CH2:29][CH2:30][Si](C)(C)C)=[CH:20][CH:19]=1.CO>C1(C)C=CC=CC=1>[Cl:17][C:18]1[CH:26]=[C:25]2[NH:24][C:23](=[O:35])[C:22]3([CH:36]([C:37]4[CH:42]=[C:41]([F:43])[CH:40]=[CH:39][C:38]=4[CH3:44])[CH2:12][C:10](=[O:11])[NH:9][CH:8]3[C:4]3[CH:5]=[CH:6][CH:7]=[C:2]([Cl:1])[CH:3]=3)[C:21]2=[CH:20][CH:19]=1.[CH3:27][O:28][CH:29]([Si:13]([CH3:14])([CH3:15])[CH3:16])[CH3:30] |f:4.5|. The solvent is C1(=CC=CC=C1)C (toluene), C1(=CC=CC=C1)C (toluene). Product: ClC1=CC=C2C(=C1)NC(C21C(NC(CC1C1=C(C=CC(=C1)F)C)=O)C1=CC(=CC=C1)Cl)=O.COC(C)[Si](C)(C)C (racemic (2′S,3S,4′R)-6-chloro-2′-(3-chlorophenyl)-4′-(5-fluoro-2-methyl-phenyl)-2,3-dihydro-2,6′-dioxospiro[indole-3,3′-piperidine] 1-methoxyethyl trimethylsilane). Reported procedure: To a toluene (12 ml) solution of 1-(3-chlorophenyl)-3-trimethylsilyoxy-2-aza-1,3-butadiene prepared in example 1b in toluene (50 mL) was added E/Z-6-chloro-3-(5-fluoro-2-methyl-benzylidene)-1-(2-trimethylsilanyl-ethoxymethyl)-1,3-dihydro-indole-2-one (0.30 g, 0.72 mmol) prepared in example 146a. The reaction tube was then placed into the cavity of a focused monomode microwave reactor and the contents of the flask were irradiated for 35 min at 135° C. After the solution was cooled to room tempera... Reactants: ClC=1C=C(C=CC1)C=NC(=C)O[Si](C)(C)C (1-(3-chlorophenyl)-3-trimethylsilyloxy-2-aza-1,3-butadiene), ClC1=CC=C2/C(/C(N(C2=C1)COCC[Si](C)(C)C)=O)=C/C1=C(C=CC(=C1)F)C (Z-6-chloro-3-(5-fluoro-2-methyl-benzylidene)-1-(2-trimethylsilanyl-ethoxymethyl)-1,3-dihydro-indole-2-one), CO (methanol). The reactants are CC(C(C(C)=O)=NO)=O (2,3,4-pentanetrione 3-oxime), ClC1=CC=C(C=N1)CN (6-chloro-3-pyridylmethylamine). The solvent is C(C)#N (acetonitrile). Reaction conditions: temperature -10 celsius, time 18 hour. Product: ClC1=CC=C(C=N1)C=1NC(=C(N1)C(C)=O)C (1-[2-(6-Chloro-3-pyridinyl)-5-methyl-1H-imidazol-4-yl]ethanone). The yield is 31.5%. Reaction SMILES: [CH3:1][C:2](=O)[C:3](=[N:7]O)[C:4](=[O:6])[CH3:5].[Cl:10][C:11]1[N:16]=[CH:15][C:14]([CH2:17][NH2:18])=[CH:13][CH:12]=1>C(#N)C>[Cl:10][C:11]1[N:16]=[CH:15][C:14]([C:17]2[NH:18][C:2]([CH3:1])=[C:3]([C:4](=[O:6])[CH3:5])[N:7]=2)=[CH:13][CH:12]=1. Procedure: A mixture of 4.5 g (0.035 mole) of 2,3,4-pentanetrione 3-oxime and 5.3 g (0.037 mole) of 6-chloro-3-pyridylmethylamine in 100 ml of acetonitrile was stirred at the reflux temperature for 18 hours. The reacted mixture was cooled at -10° C. with formation of a precipitate. The precipitate was washed, dried and recrystallized as for Example 24 to give 2.6 g of the desired product as a pale yellow solid, mp 239°-240° C. Reactants: O (water), C(=O)C1=C(C=C(C#N)C=C1)S(=O)(=O)C (4-Formyl-3-(methylsulfonyl)benzonitrile), sodium 1-cyanoprop-1-en-2-oxide, C(C)(=O)O (acetic acid), N1CCCCC1 (piperidine). The solvent is ClCCl (dichloromethane). The product is C(#N)C(=CC1=C(C=C(C#N)C=C1)S(=O)(=O)C)C(C)=O (4-(2-Cyano-3-oxobut-1-en-1-yl)-3-(methylsulfonyl)benzonitrile). As a reaction SMILES: [CH:1]([C:3]1[CH:10]=[CH:9][C:6]([C:7]#[N:8])=[CH:5][C:4]=1[S:11]([CH3:14])(=[O:13])=[O:12])=O.[C:15]([OH:18])(=O)[CH3:16].[NH:19]1CCC[CH2:21][CH2:20]1.O>ClCCl>[C:20]([C:21]([C:15](=[O:18])[CH3:16])=[CH:1][C:3]1[CH:10]=[CH:9][C:6]([C:7]#[N:8])=[CH:5][C:4]=1[S:11]([CH3:14])(=[O:13])=[O:12])#[N:19]. Procedure: 4-Formyl-3-(methylsulfonyl)benzonitrile (3.0 g, 14.34 mmol) and sodium 1-cyanoprop-1-en-2-oxide (1.66 g, 15.8 mmol, 1.1 eq.; cf. R. Troschütz, Archiv der Pharmazie 1984, 317, 709-713) were initially charged in dichloromethane (180 ml). Glacial acetic acid (1.03 ml, 18 mmol, 1.25 eq.) and piperidine (142 μl, 1.43 mmol, 0.1 eq.) were then added, and the mixture was heated under reflux on a water separator (18 h). The reaction solution was then washed once with water (50 ml) and twice with saturate...